From a dataset of the Open Reaction Database (ORD), a public repository of structured organic reaction records. describe an organic reaction: reactants, conditions, products, and yield Starting materials: O=C([O-])[O-], COc1cccc(O)c1, [Cs+], [Cs+], O=Cc1ccc(F)c(F)c1, CN(C)C=O, O. Yields the product COc1cccc(Oc2ccc(C=O)cc2F)c1. As a reaction SMILES: [C:1](=[O:2])([O-:3])[O-:4].[CH3:17][O:18][c:19]1[cH:20][cH:21][cH:22][c:23]([OH:24])[cH:25]1.[Cs+:5].[Cs+:6].[F:7][c:8]1[cH:9][c:10]([CH:11]=[O:12])[cH:13][cH:14][c:15]1[F:16].[O:27]=[CH:28][N:29]([CH3:30])[CH3:31].[OH2:26]>>[F:7][c:8]1[cH:9][c:10]([CH:11]=[O:12])[cH:13][cH:14][c:15]1[O:24][c:23]1[cH:22][cH:21][cH:20][c:19]([O:18][CH3:17])[cH:25]1. Reactants: Cc1ccccc1, [H][H], N, CCCc1cc(=O)oc2c(C(O)CC)c(O)c3c(c12)OC(C)(C)C=C3, O=[Pt]. The product is CCCc1cc(=O)oc2c(C(O)CC)c(O)c3c(c12)OC(C)(C)CC3. RXN SMILES: [CH3:29][c:30]1[cH:31][cH:32][cH:33][cH:34][cH:35]1.[H:27][H:28].[NH3:26].[OH:1][c:2]1[c:3]2[c:4]([c:5]3[c:6]([CH2:17][CH2:18][CH3:19])[cH:7][c:8](=[O:16])[o:9][c:10]3[c:11]1[CH:12]([CH2:13][CH3:14])[OH:15])[O:20][C:21]([CH3:24])([CH3:25])[CH:22]=[CH:23]2.[Pt:36]=[O:37]>>[OH:1][c:2]1[c:3]2[c:4]([c:5]3[c:6]([CH2:17][CH2:18][CH3:19])[cH:7][c:8](=[O:16])[o:9][c:10]3[c:11]1[CH:12]([CH2:13][CH3:14])[OH:15])[O:20][C:21]([CH3:24])([CH3:25])[CH2:22][CH2:23]2. The reactants are OCCN[C@@H](CS)C(=O)O (2-hydroxyethyl cysteine), Cl (hydrochloric acid). Reaction conditions: time 8 hour. Yields the product Cl.ClCCN[C@@H](CS)C(=O)O (2-chloroethyl cysteine hydrochloride). The yield is 70.0%. Reaction SMILES: O[CH2:2][CH2:3][NH:4][C@H:5]([C:8]([OH:10])=[O:9])[CH2:6][SH:7].[ClH:11]>>[ClH:11].[Cl:11][CH2:2][CH2:3][NH:4][C@H:5]([C:8]([OH:10])=[O:9])[CH2:6][SH:7] |f:2.3|. Procedure: 44 g of 2-hydroxyethyl cysteine was added into a 1000 ml round-bottom flask, dissolved in 600 ml of concentrated hydrochloric acid, heated till the external temperature was 90-95° C., stirred and reacted for 7 h. After the reaction, the system was refrigerated and left to stand overnight, and a large number of needle-like solid was precipitated from the system. The solvent was removed by sucking filtration, the obtained solid was naturally dried to give a gray white solid wherein the mp is 185-1... The reactants are ClC=1C=C(C=CC1Cl)CC(=O)O (3,4-dichlorophenylacetic acid), Cl (hydrogen chloride), C(C)O (ethanol). Yields the product ClC=1C=C(C=CC1Cl)CC(=O)OCC (ethyl 3,4-dichlorophenylacetate). Reaction SMILES: [Cl:1][C:2]1[CH:3]=[C:4]([CH2:9][C:10]([OH:12])=[O:11])[CH:5]=[CH:6][C:7]=1[Cl:8].Cl.[CH2:14](O)[CH3:15]>>[Cl:1][C:2]1[CH:3]=[C:4]([CH2:9][C:10]([O:12][CH2:14][CH3:15])=[O:11])[CH:5]=[CH:6][C:7]=1[Cl:8]. Procedure: A solution of 59.5 g of 3,4-dichlorophenylacetic acid in 500 ml of absolute ethanol is saturated with anhydrous hydrogen chloride and then heated at reflux for 2 hours. The mixture is concentrated under reduced pressure to 200 ml, diluted with 200 ml of water and neutralized with concentrated ammonium hydroxide. This aqueous mixture is extracted 3 times with chloroform. Concentration and decolorization of the chloroform extracts gives ethyl 3,4-dichlorophenylacetate as a yellow oil. The reactants are C(C)(C)(C)OC(CN1C(=NC2=C1C=CC=C2)SCCC2CCCCC2)=O (tert-butyl[2-(2-cyclohexyl-ethylsulfanyl)-benzoimidazol-1-yl]-acetate). Run in C(=O)(C(F)(F)F)O.ClCCl (TFA dichloromethane). Product: C1(CCCCC1)CCSC1=NC2=C(N1CC(=O)O)C=CC=C2 ([2-(2-Cyclohexyl-ethylsulfanyl)-benzoimidazol-1-yl]-acetic acid). Isolated yield 29.0%. RXN SMILES: C([O:5][C:6](=[O:26])[CH2:7][N:8]1[C:12]2[CH:13]=[CH:14][CH:15]=[CH:16][C:11]=2[N:10]=[C:9]1[S:17][CH2:18][CH2:19][CH:20]1[CH2:25][CH2:24][CH2:23][CH2:22][CH2:21]1)(C)(C)C>C(O)(C(F)(F)F)=O.ClCCl>[CH:20]1([CH2:19][CH2:18][S:17][C:9]2[N:8]([CH2:7][C:6]([OH:26])=[O:5])[C:12]3[CH:13]=[CH:14][CH:15]=[CH:16][C:11]=3[N:10]=2)[CH2:25][CH2:24][CH2:23][CH2:22][CH2:21]1 |f:1.2|. Procedure: A solution of tert-butyl[2-(2-cyclohexyl-ethylsulfanyl)-benzoimidazol-1-yl]-acetate (Precursor A-01b, 42 mg, 0.13 mmol) in TFA/dichloromethane (1:1, 0.5 ml) is stirred at rt for 4 h. The solvents are removed in vacuo. The crude residue is sonicated in Et2O/heptane (1:1, 1 ml) until a solid precipitates. It is rinsed with heptane and purified by flash chromatography on silica gel (AcOEt/heptane, 1:1 containing 1% of AcOH), yielding the title compound (12 mg) in 30% as a white solid: tR=6.44 min (... Starting materials: BrC1C(C(CCC1)=O)=O (3-bromocyclohexane-1,2dione), COC=1C=C(C=CC1N1N=C(N=C1)C)NC(=S)N (1-(3-methoxy-4-(3-methyl-1H-1,2,4-triazol-1-yl)phenyl)thiourea). The solvent is CCOC(=O)C (EtOAc), C(C)O (ethanol). Product: COC=1C=C(C=CC1N1N=C(N=C1)C)NC=1SC2=C(N1)C(CCC2)=O (2-(3-methoxy-4-(3-methyl-1H-1,2,4-triazol-1-yl)phenylamino)-6,7-dihydrobenzo[d]thiazol-4(5H)-one). Yield: 43.5%. Reaction SMILES: Br[CH:2]1[CH2:7][CH2:6][CH2:5][C:4](=O)[C:3]1=[O:9].[CH3:10][O:11][C:12]1[CH:13]=[C:14]([NH:24][C:25]([NH2:27])=[S:26])[CH:15]=[CH:16][C:17]=1[N:18]1[CH:22]=[N:21][C:20]([CH3:23])=[N:19]1>C(O)C.CCOC(C)=O>[CH3:10][O:11][C:12]1[CH:13]=[C:14]([NH:24][C:25]2[S:26][C:7]3[CH2:6][CH2:5][CH2:4][C:3](=[O:9])[C:2]=3[N:27]=2)[CH:15]=[CH:16][C:17]=1[N:18]1[CH:22]=[N:21][C:20]([CH3:23])=[N:19]1. Reported procedure: A mixture of 3-bromocyclohexane-1,2dione (158 mg, 0.827 mmol, from preparation AAE) and 1-(3-methoxy-4-(3-methyl-1H-1,2,4-triazol-1-yl)phenyl)thiourea (109 mg, 0.414 mmol, from step 4 of preparation F) was heated in ethanol (1.4 mL) at 80° C. for 12 h. The crude reaction was diluted with EtOAc and washed with saturated sodium bicarbonate solution. The organic layer was concentrated in vacuo. The crude product was purified using preparatory TLC (80% acetone/hexanes) to afford 2-(3-methoxy-4-(3-me... Reactants: ClC=1C=C(C=CC1OCC1=NC(=CC=C1)C)NC=1C2=C(N=CN1)SC1=C2CCC(C1)=O (4-({3-chloro-4-[(6-methylpyridin-2-yl)methoxy]phenyl}amino)-5,8-dihydro[1]benzothieno[2,3-d]pyrimidin-7(6H)-one), COC(N(C)C)OC (dimethylformamide-dimethylacetal). Product: ClC=1C=C(C=CC1OCC1=NC(=CC=C1)C)NC=1C2=C(N=CN1)SC/1=C2CCC(\C1=C/N(C)C)=O ((8E)-4-({3-chloro-4-[(6-methylpyridin-2-yl)methoxy]phenyl}amino)-8-[(dimethylamino)methylene]-5,8-dihydro[1]benzothieno[2,3-d]pyrimidin-7(6H)-one). Reaction SMILES: [Cl:1][C:2]1[CH:3]=[C:4]([NH:17][C:18]2[C:19]3[C:26]4[CH2:27][CH2:28][C:29](=[O:31])[CH2:30][C:25]=4[S:24][C:20]=3[N:21]=[CH:22][N:23]=2)[CH:5]=[CH:6][C:7]=1[O:8][CH2:9][C:10]1[CH:15]=[CH:14][CH:13]=[C:12]([CH3:16])[N:11]=1.CO[CH:34](OC)[N:35]([CH3:37])[CH3:36]>>[Cl:1][C:2]1[CH:3]=[C:4]([NH:17][C:18]2[C:19]3[C:26]4[CH2:27][CH2:28][C:29](=[O:31])/[C:30](=[CH:34]\[N:35]([CH3:37])[CH3:36])/[C:25]=4[S:24][C:20]=3[N:21]=[CH:22][N:23]=2)[CH:5]=[CH:6][C:7]=1[O:8][CH2:9][C:10]1[CH:15]=[CH:14][CH:13]=[C:12]([CH3:16])[N:11]=1. Procedure details: The title compound was prepared following the method described for example 98 step 4, utilizing 4-({3-chloro-4-[(6-methylpyridin-2-yl)methoxy]phenyl}amino)-5,8-dihydro[1]benzothieno[2,3-d]pyrimidin-7(6H)-one (435 mg, 1.0 mmol) and dimethylformamide-dimethylacetal (230 mg, 1.9 mmol). The desired product was collected as a yellow solid (302 mg, 62%). 1H-NMR (DMSO-d6) (major rotomer) δ 8.26 (s, 1H), 8.18 (s, 1H), 7.75 (d, 1H), 7.72 (d, 1H), 7.51 (dd, 1H), 7.34 (d, 1H), 7.21 (d, 1H), 7.18 (d, 1H), 7... The reactants are [Al+3], C1CCOC1, [H-], [H-], [H-], [H-], [Li+], COc1ccc(N(C)C(=O)C2OC(CO)C(O)C2O)cc1. The product is COc1ccc(N(C)CC2OC(CO)C(O)C2O)cc1. RXN SMILES: [Al+3:23].[CH2:28]1[O:29][CH2:30][CH2:31][CH2:32]1.[H-:22].[H-:25].[H-:26].[H-:27].[Li+:24].[O:1]=[C:2]([CH:3]1[CH:4]([OH:5])[CH:6]([OH:7])[CH:8]([CH2:10][OH:11])[O:9]1)[N:12]([c:13]1[cH:14][cH:15][c:16]([O:19][CH3:20])[cH:17][cH:18]1)[CH3:21]>>[CH2:2]([CH:3]1[CH:4]([OH:5])[CH:6]([OH:7])[CH:8]([CH2:10][OH:11])[O:9]1)[N:12]([c:13]1[cH:14][cH:15][c:16]([O:19][CH3:20])[cH:17][cH:18]1)[CH3:21].